Dataset: the Open Reaction Database (ORD), a public repository of structured organic reaction records. Task: describe an organic reaction: reactants, conditions, products, and yield Starting materials: BrBr (bromine), FC1=C(C=CC=C1)OC (2-fluoroanisole), [OH-].[Na+] (NaOH). The solvent is C(Cl)(Cl)Cl (chloroform). Product: FC1=C(C=CC(=C1)Br)OC (2-fluoro-4-bromoanisole). RXN SMILES: [F:1][C:2]1[CH:7]=[CH:6][CH:5]=[CH:4][C:3]=1[O:8][CH3:9].[Br:10]Br.[OH-].[Na+]>C(Cl)(Cl)Cl>[F:1][C:2]1[CH:7]=[C:6]([Br:10])[CH:5]=[CH:4][C:3]=1[O:8][CH3:9] |f:2.3|. Procedure details: A reaction vessel was charged with 128 g (1.016 mol) of 2-fluoroanisole and 250 ml of chloroform. To this mixture was added dropwise under agitation at room temperature 177 g (1.106 mol) of bromine over the period of at least 3 hours. The reaction liquid was poured into a diluted aqueous solution of NaOH, and the chloroform layer was separated, washed with a solution of edible salt and dried over Glauber's salt. The solvent was distilled off and the residue was distilled under reduced pressure t... Starting materials: ClCCl, NCCN1CCC(c2noc3cc(F)ccc23)CC1, O=C1OC(=O)c2cc([N+](=O)[O-])ccc21. Product: O=C1c2ccc([N+](=O)[O-])cc2C(=O)N1CCN1CCC(c2noc3cc(F)ccc23)CC1. RXN SMILES: [Cl:34][CH2:35][Cl:36].[F:1][c:2]1[cH:3][c:4]2[c:5]([c:6]([CH:9]3[CH2:10][CH2:11][N:12]([CH2:15][CH2:16][NH2:17])[CH2:13][CH2:14]3)[n:7][o:8]2)[cH:18][cH:19]1.[N+:20](=[O:21])([O-:22])[c:23]1[cH:24][c:25]2[c:26]([cH:32][cH:33]1)[C:27](=[O:28])[O:29][C:30]2=[O:31]>>[F:1][c:2]1[cH:3][c:4]2[c:5]([c:6]([CH:9]3[CH2:10][CH2:11][N:12]([CH2:15][CH2:16][N:17]4[C:27](=[O:28])[c:26]5[c:25]([cH:24][c:23]([N+:20](=[O:21])[O-:22])[cH:33][cH:32]5)[C:30]4=[O:29])[CH2:13][CH2:14]3)[n:7][o:8]2)[cH:18][cH:19]1. Reactants: B, CC(C)(CCc1ccc(O)cc1)NC(=O)c1ccccc1, CSC, Cl, CN(C)C=O. The product is CC(C)(CCc1ccc(O)cc1)NCc1ccccc1, Cl. Reaction SMILES: [BH3:25].[C:1]([c:2]1[cH:3][cH:4][cH:5][cH:6][cH:7]1)(=[O:8])[NH:9][C:10]([CH2:11][CH2:12][c:13]1[cH:14][cH:15][c:16]([OH:19])[cH:17][cH:18]1)([CH3:20])[CH3:21].[CH3:22][S:23][CH3:24].[ClH:26].[O:27]=[CH:28][N:29]([CH3:30])[CH3:31]>>[CH2:1]([c:2]1[cH:3][cH:4][cH:5][cH:6][cH:7]1)[NH:9][C:10]([CH2:11][CH2:12][c:13]1[cH:14][cH:15][c:16]([OH:19])[cH:17][cH:18]1)([CH3:20])[CH3:21].[ClH:26]. Reported procedure: A solution of the 3-piperidin-3-yl-1H-indole obtained in Example 29 in acetone/water (1:1) at 0° C. is treated with di-tert-dicarbonate (4.1 g, 18.7 mmol) and K2CO3 (11.75 g, 85 mmol), stirred for 2 hours while warming to room temperature, and concentrated in vacuo. The resultant aqueous mixture is extracted with ethyl acetate. The extracts are combined, dried over Na2SO4 and concentrated in vacuo. The resultant residue is purified by column chromatography (silica gel, 1% NH4OH in MeOH:CHCl3, 0:... Solvent: CC(=O)C.O (acetone water). Run at time 2 hour. Starting materials: N1CC(CCC1)C1=CNC2=CC=CC=C12 (3-Piperidin-3-yl-1H-indole), di-tert-dicarbonate, C(=O)([O-])[O-].[K+].[K+] (K2CO3). As a reaction SMILES: [NH:1]1[CH2:6][CH2:5][CH2:4][CH:3]([C:7]2[C:15]3[C:10](=[CH:11][CH:12]=[CH:13][CH:14]=3)[NH:9][CH:8]=2)[CH2:2]1.[C:16]([O-:19])([O-])=[O:17].[K+].[K+]>CC(C)=O.O>[C:3]([O:19][C:16]([N:1]1[CH2:6][CH2:5][CH2:4][CH:3]([C:7]2[C:15]3[C:10](=[CH:11][CH:12]=[CH:13][CH:14]=3)[NH:9][CH:8]=2)[CH2:2]1)=[O:17])([CH3:7])([CH3:4])[CH3:2] |f:1.2.3,4.5|. Product: C(C)(C)(C)OC(=O)N1CC(CCC1)C1=CNC2=CC=CC=C12 (3-(1H-Indol-3-yl)-piperidine-1-carboxylic Acid Tert-butyl Ester). Reactants: BrC1=CC=C(C=C1)C1=NC2=CC(=CC(=C2C(N1)=O)OC)OC (2-(4-bromophenyl)-5,7-dimethoxyquinazolin-4(3H)-one), NC1=CC=NC=C1 (4-aminopyridine), CC1(C2=C(C(=CC=C2)P(C3=CC=CC=C3)C4=CC=CC=C4)OC5=C(C=CC=C51)P(C6=CC=CC=C6)C7=CC=CC=C7)C (Xantphos), C(=O)([O-])[O-].[Cs+].[Cs+] (Cs2CO3). Reagents/catalysts: C=1C=CC(=CC1)/C=C/C(=O)/C=C/C2=CC=CC=C2.C=1C=CC(=CC1)/C=C/C(=O)/C=C/C2=CC=CC=C2.C=1C=CC(=CC1)/C=C/C(=O)/C=C/C2=CC=CC=C2.[Pd].[Pd] (Pd2(dba)3). Run in O1CCOCC1 (1,4-dioxane), CCOC(=O)C (EtOAc). Run at temperature 105 celsius. Product: COC1=C2C(NC(=NC2=CC(=C1)OC)C1=CC=C(C=C1)NC1=CC=NC=C1)=O (5,7-Dimethoxy-2-(4-(pyridin-4-ylamino)phenyl)quinazolin-4(3H)-one). As a reaction SMILES: Br[C:2]1[CH:7]=[CH:6][C:5]([C:8]2[NH:17][C:16](=[O:18])[C:15]3[C:10](=[CH:11][C:12]([O:21][CH3:22])=[CH:13][C:14]=3[O:19][CH3:20])[N:9]=2)=[CH:4][CH:3]=1.[NH2:23][C:24]1[CH:29]=[CH:28][N:27]=[CH:26][CH:25]=1.CC1(C)C2C(=C(P(C3C=CC=CC=3)C3C=CC=CC=3)C=CC=2)OC2C(P(C3C=CC=CC=3)C3C=CC=CC=3)=CC=CC1=2.C([O-])([O-])=O.[Cs+].[Cs+]>O1CCOCC1.CCOC(C)=O.C1C=CC(/C=C/C(/C=C/C2C=CC=CC=2)=O)=CC=1.C1C=CC(/C=C/C(/C=C/C2C=CC=CC=2)=O)=CC=1.C1C=CC(/C=C/C(/C=C/C2C=CC=CC=2)=O)=CC=1.[Pd].[Pd]>[CH3:20][O:19][C:14]1[CH:13]=[C:12]([O:21][CH3:22])[CH:11]=[C:10]2[C:15]=1[C:16](=[O:18])[NH:17][C:8]([C:5]1[CH:6]=[CH:7][C:2]([NH:23][C:24]3[CH:29]=[CH:28][N:27]=[CH:26][CH:25]=3)=[CH:3][CH:4]=1)=[N:9]2 |f:3.4.5,8.9.10.11.12|. Reported procedure: A mixture of compound 2-(4-bromophenyl)-5,7-dimethoxyquinazolin-4(3H)-one) (0.200 g, 0.554 mmol), 4-aminopyridine (0.0573 g, 0.609 mmol), Pd2(dba)3 (0.0025 g, 0.0028 mmol), Xantphos (0.0018 g, 0.0031 mmol), and Cs2CO3 (0.253 g, 0.776 mmol) in 1,4-dioxane (2.22 mL) under nitrogen was heated at 105° C. for 2 days. The mixture was cooled to room temperature, diluted with EtOAc (200 mL), washed with water (3×75 mL), then brine (75 mL), dried over anhydrous Na2SO4, filtered, and the solvent was remov...